Task: describe an organic reaction: reactants, conditions, products, and yield. Dataset: the Open Reaction Database (ORD), a public repository of structured organic reaction records Reactants: ClC=1C=C(C=C(C1C[C@H]1C(N(CC1)N1CCC(CC1)O[Si](C(C)C)(C(C)C)C(C)C)=O)Cl)OS(=O)(=O)C(F)(F)F (trifluoro-methanesulfonic acid 3,5-dichloro-4-[(R)-2-oxo-1-(4-triisopropylsilanyloxy-piperidin-1-yl)-pyrrolidin-3-ylmethyl]-phenyl ester), CS(=O)(=O)C1=CC=C(C=C1)B(O)O (4-methylsulfonylphenylboronic acid), C([O-])([O-])=O.[Na+].[Na+] (sodium carbonate). Reagents/catalysts: C=1C=CC(=CC1)[P](C=2C=CC=CC2)(C=3C=CC=CC3)[Pd]([P](C=4C=CC=CC4)(C=5C=CC=CC5)C=6C=CC=CC6)([P](C=7C=CC=CC7)(C=8C=CC=CC8)C=9C=CC=CC9)[P](C=1C=CC=CC1)(C=1C=CC=CC1)C=1C=CC=CC1 (Pd(PPh3)4). The solvent is C1CCOC1 (THF), O (water), C(C)(=O)OCC (ethyl acetate). Reaction conditions: temperature 80 celsius, time 1 hour. The product is ClC=1C=C(C=C(C1C[C@H]1C(N(CC1)N1CCC(CC1)O[Si](C(C)C)(C(C)C)C(C)C)=O)Cl)C1=CC=C(C=C1)S(=O)(=O)C ((R)-3-(3,5-Dichloro-4′-methanesulfonyl-biphenyl-4-ylmethyl)-1-(4-triisopropylsilanyloxy-piperidin-1-yl)-pyrrolidin-2-one). Yield: 83.4%. Reaction SMILES: [Cl:1][C:2]1[CH:3]=[C:4](OS(C(F)(F)F)(=O)=O)[CH:5]=[C:6]([Cl:32])[C:7]=1[CH2:8][C@@H:9]1[CH2:13][CH2:12][N:11]([N:14]2[CH2:19][CH2:18][CH:17]([O:20][Si:21]([CH:28]([CH3:30])[CH3:29])([CH:25]([CH3:27])[CH3:26])[CH:22]([CH3:24])[CH3:23])[CH2:16][CH2:15]2)[C:10]1=[O:31].[CH3:41][S:42]([C:45]1[CH:50]=[CH:49][C:48](B(O)O)=[CH:47][CH:46]=1)(=[O:44])=[O:43].C(=O)([O-])[O-].[Na+].[Na+]>C1COCC1.O.C(OCC)(=O)C.C1C=CC([P]([Pd]([P](C2C=CC=CC=2)(C2C=CC=CC=2)C2C=CC=CC=2)([P](C2C=CC=CC=2)(C2C=CC=CC=2)C2C=CC=CC=2)[P](C2C=CC=CC=2)(C2C=CC=CC=2)C2C=CC=CC=2)(C2C=CC=CC=2)C2C=CC=CC=2)=CC=1>[Cl:1][C:2]1[CH:3]=[C:4]([C:48]2[CH:49]=[CH:50][C:45]([S:42]([CH3:41])(=[O:44])=[O:43])=[CH:46][CH:47]=2)[CH:5]=[C:6]([Cl:32])[C:7]=1[CH2:8][C@@H:9]1[CH2:13][CH2:12][N:11]([N:14]2[CH2:19][CH2:18][CH:17]([O:20][Si:21]([CH:25]([CH3:26])[CH3:27])([CH:28]([CH3:30])[CH3:29])[CH:22]([CH3:24])[CH3:23])[CH2:16][CH2:15]2)[C:10]1=[O:31] |f:2.3.4,^1:75,77,96,115|. Reported procedure: Bring a mixture of trifluoro-methanesulfonic acid 3,5-dichloro-4-[(R)-2-oxo-1-(4-triisopropylsilanyloxy-piperidin-1-yl)-pyrrolidin-3-ylmethyl]-phenyl ester (0.14 g, 0.22 mmol), 4-methylsulfonylphenylboronic acid (0.06 g, 0.28 mmol), sodium carbonate (0.07 g, 0.67 mmol) in THF (26 mL) and water (13 mL) to 60° C. To the mixture at 60° C., add Pd(PPh3)4 (0.02 g, 0.01 mmol). Raise the reaction temperature to 80° C. and stir for 1 hour. Cool the reaction, dilute with ethyl acetate, and wash with wate... Starting materials: C(C)(C)(C)N1N=CC(=C1C1=CC=C(C=C1)F)C=1SC=C(N1)CC(=O)O (2-(2-(1-tert-butyl-5-(4-fluorophenyl)-1H-pyrazol-4-yl)thiazol-4-yl)acetic acid), FC(CN)(F)F (2,2,2-trifluoroethanamine). Yields the product C(C)(C)(C)N1N=CC(=C1C1=CC=C(C=C1)F)C=1SC=C(N1)CC(=O)NCC(F)(F)F (2-{2-[1-tert-butyl-5-(4-fluorophenyl)-1H-pyrazol-4-yl]-1,3-thiazol-4-yl}-N-(2,2,2-trifluoroethyl)acetamide). Reaction SMILES: [C:1]([N:5]1[C:9]([C:10]2[CH:15]=[CH:14][C:13]([F:16])=[CH:12][CH:11]=2)=[C:8]([C:17]2[S:18][CH:19]=[C:20]([CH2:22][C:23](O)=[O:24])[N:21]=2)[CH:7]=[N:6]1)([CH3:4])([CH3:3])[CH3:2].[F:26][C:27]([F:31])([F:30])[CH2:28][NH2:29]>>[C:1]([N:5]1[C:9]([C:10]2[CH:15]=[CH:14][C:13]([F:16])=[CH:12][CH:11]=2)=[C:8]([C:17]2[S:18][CH:19]=[C:20]([CH2:22][C:23]([NH:29][CH2:28][C:27]([F:31])([F:30])[F:26])=[O:24])[N:21]=2)[CH:7]=[N:6]1)([CH3:2])([CH3:3])[CH3:4]. Procedure details: Using 2-(2-(1-tert-butyl-5-(4-fluorophenyl)-1H-pyrazol-4-yl)thiazol-4-yl)acetic acid and 2,2,2-trifluoroethanamine and by reaction and purification in the same manner as in the method described in Example 1, step 7, the title compound was obtained. The reactants are BrC=1C=C2CCC(C2=CC1)C(C(=O)OCC)P(=O)(OCC)OCC (Ethyl 2-(5-bromo-2,3-dihydro-1H-inden-1-yl)-2-(diethoxyphosphoryl)acetate), C=O (paraformaldehyde), C(=O)([O-])[O-].[K+].[K+] (K2CO3). Run in C1CCOC1 (THF). The product is BrC=1C=C2CCC(C2=CC1)C(C(=O)OCC)=C (Ethyl 2-(5-bromo-2,3-dihydro-1H-inden-1-yl)acrylate). Reaction SMILES: [Br:1][C:2]1[CH:3]=[C:4]2[C:8](=[CH:9][CH:10]=1)[CH:7]([CH:11](P(OCC)(OCC)=O)[C:12]([O:14][CH2:15][CH3:16])=[O:13])[CH2:6][CH2:5]2.C=O.[C:27]([O-])([O-])=O.[K+].[K+]>C1COCC1>[Br:1][C:2]1[CH:3]=[C:4]2[C:8](=[CH:9][CH:10]=1)[CH:7]([C:11](=[CH2:27])[C:12]([O:14][CH2:15][CH3:16])=[O:13])[CH2:6][CH2:5]2 |f:2.3.4|. Procedure details: The compound obtained in Step C (76.18 mmol), paraformaldehyde (4.60 g, 152.36 mmol, 2 eq.), and K2CO3 (20.98 g, 2 eq.) are refluxed in 350 ml of THF for 15 hours. The mixture is concentrated to three quarters, 100 ml of water are added and the mixture is extracted with ether. The organic phase is washed with water, with saturated NaCl, dried over Na2SO4 and then concentrated under reduced pressure to yield the title compound in the form of an oil. Starting materials: CCO, CCOC(C)=O, CCOC(=O)c1cccc(N(C)C(=O)OCC(Cl)(Cl)Cl)c1, Cl, [Na+], [OH-]. Product: CN(C(=O)OCC(Cl)(Cl)Cl)c1cccc(C(=O)O)c1. Reaction SMILES: [CH3:1][CH2:2][OH:3].[CH3:28][CH2:29][O:30][C:31](=[O:32])[CH3:33].[CH3:4][N:5]([C:6](=[O:7])[O:8][CH2:9][C:10]([Cl:11])([Cl:12])[Cl:13])[c:14]1[cH:15][c:16]([C:17](=[O:18])[O:19][CH2:20][CH3:21])[cH:22][cH:23][cH:24]1.[ClH:27].[Na+:26].[OH-:25]>>[CH3:4][N:5]([C:6](=[O:7])[O:8][CH2:9][C:10]([Cl:11])([Cl:12])[Cl:13])[c:14]1[cH:15][c:16]([C:17](=[O:18])[OH:19])[cH:22][cH:23][cH:24]1. The reactants are COC=1C=C2C(=NC=NC2=CC1OCCSC)OC1=CC=CC=C1 (6-methoxy-7-(2-methylthioethoxy)-4-phenoxyquinazoline), Cl (hydrochloric acid). Solvent: C(Cl)Cl (methylene chloride). Run at temperature 100 celsius. The product is Cl.COC=1C=C2C(NC=NC2=CC1OCCSC)=O (6-methoxy-7-(2-methylthioethoxy)-3,4-dihydroquinazolin-4-one hydrochloride). Yield: 83.0%. As a reaction SMILES: [CH3:1][O:2][C:3]1[CH:4]=[C:5]2[C:10](=[CH:11][C:12]=1[O:13][CH2:14][CH2:15][S:16][CH3:17])[N:9]=[CH:8][N:7]=[C:6]2[O:18]C1C=CC=CC=1.[ClH:25]>C(Cl)Cl>[ClH:25].[CH3:1][O:2][C:3]1[CH:4]=[C:5]2[C:10](=[CH:11][C:12]=1[O:13][CH2:14][CH2:15][S:16][CH3:17])[N:9]=[CH:8][NH:7][C:6]2=[O:18] |f:3.4|. Reported procedure: A mixture of 6-methoxy-7-(2-methylthioethoxy)-4-phenoxyquinazoline (1.5 g, 4.4 mmol) and 2M hydrochloric acid (25 ml) was heated at 100° C. for 2 hours. The mixture was allowed to cool, and methylene chloride was added with stirring to give a white precipitate. The precipitate was collected by filtration, washed with water and methylene chloride and dried to give 6-methoxy-7-(2-methylthioethoxy)-3,4-dihydroquinazolin-4-one hydrochloride (1.1 g, 83%). The reactants are Cc1ccccc1, CC(=O)O, CCCCCCC=O, C=C(Cl)CCl, [Zn]. Product: C=C(Cl)CC(O)CCCCCC. As a reaction SMILES: [CH3:14][c:15]1[cH:16][cH:17][cH:18][cH:19][cH:20]1.[CH3:22][C:23](=[O:24])[OH:25].[CH:6]([CH2:7][CH2:8][CH2:9][CH2:10][CH2:11][CH3:12])=[O:13].[Cl:1][C:2](=[CH2:3])[CH2:4][Cl:5].[Zn:21]>>[Cl:1][C:2](=[CH2:3])[CH2:4][CH:6]([CH2:7][CH2:8][CH2:9][CH2:10][CH2:11][CH3:12])[OH:13]. The reactants are Cl35, C(C1=CC=CC=C1)(=O)N[C@H]1CCC(N2N(C1=O)[C@@H](CCC2)C(=O)O)=O ((1S,9S) 9-Benzoylamino-6,10-dioxo-1,2,3,4,7,8,9,10-octahydro-6H-pyridazino[1,2-a][1,2]-diazepine-1-carboxylic acid), C(C=C)OC(=O)N[C@@H](CC(=O)OC(C)(C)C)C(C=1OC2=C(N1)C=C(C=C2Cl)Cl)O ((3S, 4RS) t-Butyl N-(allyloxycarbonyl)-3-amino-4-hydroxy-4-(5,7-dichlorobenzoxazol-2-yl)butanoate), Cl37, C(C1=CC=CC=C1)(=O)NC1CCC(N2N(C1=O)C(CCC2)C(=O)NC(CC(=O)OC(C)(C)C)C(COCC2=C(C=CC=C2Cl)Cl)O)=O (t-Butyl 3-(9-benzoylamino-6,10-dioxo-1,2,3,4,7,8,9,10-octahydro-6H-pyridazino-[1,2-a][1,2]diazepine-1-carboxamido)-5-(2,6-dichlorobenzyloxy)-4-hydroxypentanoate), 328. Procedure details: was prepared from the acid (212e) and (3S,4RS) t-butyl N-(allyloxycarbonyl)-3-amino-4-hydroxy-4-(5,7-dichlorobenzoxazol-2-yl)butanoate (204) by an analogous method as that used for compound 215e to afford a mixture of diastereomers (613 mg, 87%) as a glass: IR film) 3328, 1229, 1660, 1534, 1454, 1422, 1399, 1276, 1254, 1155; 1H NMR (CDCl3) δ7.80 (2H, d), 7.60-7.35 (5H, m), 1155; 1H NMR (CDCl3) δ7.80 (2H, d), 7.60-7.35 (5H, m), 7.05 (2H, m), 5.13 (3H, m), 4.74 (1H, m), 4.51 (1H, m), 3.25 (1H, m),... Yields the product C(C1=CC=CC=C1)(=O)NC1CCC(N2N(C1=O)C(CCC2)C(=O)NC(CC(=O)OC(C)(C)C)C(O)C=2OC1=C(N2)C=C(C=C1Cl)Cl)=O (t-Butyl 3-(9-benzoylamino-6,10-dioxo-1,2,3,4,7,8,9,10-octahydro-6H-pyridazino[1,2-a][1,2]diazepine-1-carboxamido)-4-(5,7-dichlorobenzoxazol-2-yl)-4-hydroxybutanoate). As a reaction SMILES: [C:1]([NH:9][C@@H:10]1[C:16](=[O:17])[N:15]2[C@H:18](C(O)=O)[CH2:19][CH2:20][CH2:21][N:14]2[C:13](=[O:25])[CH2:12][CH2:11]1)(=[O:8])[C:2]1[CH:7]=[CH:6][CH:5]=[CH:4][CH:3]=1.C(O[C:30]([NH:32][C@H:33]([CH:42]([OH:54])[C:43]1[O:44][C:45]2[C:51]([Cl:52])=[CH:50][C:49]([Cl:53])=[CH:48][C:46]=2[N:47]=1)[CH2:34][C:35]([O:37][C:38]([CH3:41])([CH3:40])[CH3:39])=[O:36])=[O:31])C=C.C(NC1C(=O)N2C(C(NC(C(O)COCC3C(Cl)=CC=CC=3Cl)CC(OC(C)(C)C)=O)=O)CCCN2C(=O)CC1)(=O)C1C=CC=CC=1>>[C:1]([NH:9][CH:10]1[C:16](=[O:17])[N:15]2[CH:18]([C:30]([NH:32][CH:33]([CH:42]([C:43]3[O:44][C:48]4[C:49]([Cl:53])=[CH:50][C:51]([Cl:52])=[CH:45][C:46]=4[N:47]=3)[OH:54])[CH2:34][C:35]([O:37][C:38]([CH3:40])([CH3:39])[CH3:41])=[O:36])=[O:31])[CH2:19][CH2:20][CH2:21][N:14]2[C:13](=[O:25])[CH2:12][CH2:11]1)(=[O:8])[C:2]1[CH:3]=[CH:4][CH:5]=[CH:6][CH:7]=1.